This data is from the Open Reaction Database (ORD), a public repository of structured organic reaction records. The task is: describe an organic reaction: reactants, conditions, products, and yield Reported procedure: A mixture of 4-bromo-3-chloro-5-fluoroaniline (2.08 g, 9.27 mmol) and copper(I)cyanide (0.83 g, 9.27 mmol) in DMF (15 ml) was heated in microwave reactor at 190° C. for 1 h. Reaction mixture was poured into 12% ammonium hydroxide (200 ml) and stirred for 30 min. Thus formed precipitate was filtered, washed with water and dried in vacuum to obtain 1.21 g (77%) of the title compound. 1H-NMR (400 MHz; d6-DMSO): δ 6.44 (dd, 1H), 6.60 (m, 1H), 6.86 (bs, 2H). Yields the product NC1=CC(=C(C#N)C(=C1)F)Cl (4-amino-2-chloro-6-fluorobenzonitrile). As a reaction SMILES: Br[C:2]1[C:8]([F:9])=[CH:7][C:5]([NH2:6])=[CH:4][C:3]=1[Cl:10].[Cu][C:12]#[N:13].[OH-].[NH4+]>CN(C=O)C>[NH2:6][C:5]1[CH:7]=[C:8]([F:9])[C:2]([C:12]#[N:13])=[C:3]([Cl:10])[CH:4]=1 |f:2.3|. The solvent is CN(C)C=O (DMF). Run at temperature 190 celsius, time 30 minute. Reactants: BrC1=C(C=C(N)C=C1F)Cl (4-bromo-3-chloro-5-fluoroaniline), [Cu]C#N (copper(I)cyanide), [OH-].[NH4+] (ammonium hydroxide). Isolated yield 76.5%. Starting materials: C(N)(=N)C1=CC=C2C=C(N(C2=C1)CC)CC[C@H]1N(CCC1)C(=O)[C@@H]1N(CCC1)C(C(=O)O)CCO (2-[(R)-2-[[(S)-2-[2-(6-amidino-1-ethylindol-2-yl)ethyl]pyrrolidinyl]carbonyl]pyrrolidinyl]-4-hydroxybutanoic acid). Run in Cl (HCl). Reaction conditions: time 18 hour. Product: C(C)N1C(=CC2=CC=C(C=C12)C(=N)N)CC[C@H]1N(CCC1)C(=O)[C@@H]1N(CCC1)C1C(OCC1)=O (1-ethyl-2-[2-[(S)-1-[[(R)-1-(2-oxo-3-oxolanyl)pyrrolidin-2-yl]carbonyl]pyrrolidin-2-yl]ethyl]indole-6-carboxamidine). The yield is 55.9%. As a reaction SMILES: [C:1]([C:4]1[CH:12]=[C:11]2[C:7]([CH:8]=[C:9]([CH2:15][CH2:16][C@@H:17]3[CH2:21][CH2:20][CH2:19][N:18]3[C:22]([C@H:24]3[CH2:28][CH2:27][CH2:26][N:25]3[CH:29]([CH2:33][CH2:34]O)[C:30]([OH:32])=[O:31])=[O:23])[N:10]2[CH2:13][CH3:14])=[CH:6][CH:5]=1)(=[NH:3])[NH2:2]>Cl>[CH2:13]([N:10]1[C:11]2[C:7](=[CH:6][CH:5]=[C:4]([C:1]([NH2:2])=[NH:3])[CH:12]=2)[CH:8]=[C:9]1[CH2:15][CH2:16][C@@H:17]1[CH2:21][CH2:20][CH2:19][N:18]1[C:22]([C@H:24]1[CH2:28][CH2:27][CH2:26][N:25]1[CH:29]1[CH2:33][CH2:34][O:32][C:30]1=[O:31])=[O:23])[CH3:14]. Procedure details: 130 mg(0.269 mmole) of 2-[(R)-2-[[(S)-2-[2-(6-amidino-1-ethylindol-2-yl)ethyl]pyrrolidinyl]carbonyl]pyrrolidinyl]-4-hydroxybutanoic acid was dissolved in 5 ml of 3N—HCl, and the resulting solution was stirred for 18 hours at room temperature and then evaporated under reduced pressure to remove the solvent. The residue was purified with column chromatography [eluent: ethyl acetate/methanol(3:1) on NH-DM1020 silica to obtain 70 mg of the title compound as a white solid. Starting materials: O=C(O)C1(c2ccccc2)CC1, COc1ccc(CN)cc1. Reagents/catalysts: CCN=C=NCCCN(C)C.Cl (EDC-HCl), CCN(CC)CC (TEA), C1=CC=C2C(=C1)N=NN2O (HOBt). Run in CN(C)C=O (DMF), CN(C)C=O (DMF), CN(C)C=O (DMF), CN(C)C=O (DMF), CN(C)C=O (DMF), CN(C)C=O (DMF). Conditions: temperature 25 celsius, time 2 hour. Product: COc1ccc(CNC(=O)C2(c3ccccc3)CC2)cc1. Isolated yield 60.3%. Reaction SMILES: COc1ccc(CN)cc1.O=C(O)C1(c2ccccc2)CC1.CCN=C=NCCCN(C)C.Cl.C1=CC=C2C(=C1)N=NN2O.CCN(CC)CC.CN(C)C=O>>COc1ccc(CNC(=O)C2(c3ccccc3)CC2)cc1.